This data is from the Open Reaction Database (ORD), a public repository of structured organic reaction records. The task is: describe an organic reaction: reactants, conditions, products, and yield The reactants are C(C1=CC=CC=C1)[C@@H](C(OCC1=CC=CC=C1)C(=O)OC(C)(C)C)N ((1S)-1-Benzyl-2-(benzyloxy)-N-(t-butoxycarbonyl)ethylamine), Cl (hydrogen chloride). The solvent is solution, CO (methanol). Reaction conditions: time 1 hour. The product is Cl.C(C1=CC=CC=C1)[C@@H](COCC1=CC=CC=C1)N ((1S)-1-Benzyl-2-(benzyloxy)ethylamine Hydrochloride). Isolated yield 99.0%. As a reaction SMILES: [CH2:1]([C@H:8]([NH2:25])[CH:9](C(OC(C)(C)C)=O)[O:10][CH2:11][C:12]1[CH:17]=[CH:16][CH:15]=[CH:14][CH:13]=1)[C:2]1[CH:7]=[CH:6][CH:5]=[CH:4][CH:3]=1.[ClH:26]>CO>[ClH:26].[CH2:1]([C@H:8]([NH2:25])[CH2:9][O:10][CH2:11][C:12]1[CH:13]=[CH:14][CH:15]=[CH:16][CH:17]=1)[C:2]1[CH:3]=[CH:4][CH:5]=[CH:6][CH:7]=1 |f:3.4|. Procedure: (1S)-1-Benzyl-2-(benzyloxy)-N-(t-butoxycarbonyl)ethylamine (205 mg) is dissolved in a 2.3 N solution of hydrogen chloride in methanol (3 ml), and the solution is stirred for one hour. The reaction mixture is concentrated under reduced pressure, ether is added to the concentrate, and the resulting precipitate is filtered off to give 143 mg (99%) of the titled compound (Reference compound No. 12-1) as crystals. The reactants are O=C(CBr)Nc1ccccc1F, CC#N, O=C(OC1CN2CCC1CC2)C1(c2ccccc2)CCCCCC1. Product: [Br-], O=C(C[N+]12CCC(CC1)C(OC(=O)C1(c3ccccc3)CCCCCC1)C2)Nc1ccccc1F. Reaction SMILES: [Br:25][CH2:26][C:27](=[O:28])[NH:29][c:30]1[c:31]([F:36])[cH:32][cH:33][cH:34][cH:35]1.[CH3:37][C:38]#[N:39].[N:1]12[CH2:2][CH:3]([O:9][C:10](=[O:11])[C:12]3([c:19]4[cH:20][cH:21][cH:22][cH:23][cH:24]4)[CH2:13][CH2:14][CH2:15][CH2:16][CH2:17][CH2:18]3)[CH:4]([CH2:5][CH2:6]1)[CH2:7][CH2:8]2>>[Br-:25].[N+:1]12([CH2:26][C:27](=[O:28])[NH:29][c:30]3[c:31]([F:36])[cH:32][cH:33][cH:34][cH:35]3)[CH2:2][CH:3]([O:9][C:10](=[O:11])[C:12]3([c:19]4[cH:20][cH:21][cH:22][cH:23][cH:24]4)[CH2:13][CH2:14][CH2:15][CH2:16][CH2:17][CH2:18]3)[CH:4]([CH2:5][CH2:6]1)[CH2:7][CH2:8]2. The reactants are O=S(Cl)Cl, O=C(O)c1ccsc1. The product is [Cl-], O=C(O)c1ccsc1. Reaction SMILES: [S:9]([Cl:10])([Cl:11])=[O:12].[s:1]1[cH:2][c:3]([C:6](=[O:7])[OH:8])[cH:4][cH:5]1>>[Cl-:11].[s:1]1[cH:2][c:3]([C:6](=[O:7])[OH:8])[cH:4][cH:5]1. Reactants: O=C([O-])[O-], C[Si](C)(C)CCOCCl, [Cs+], [Cs+], O=Cc1ccc2[nH]nc(I)c2c1, CN(C)C=O. Product: C[Si](C)(C)CCOCn1nc(I)c2cc(C=O)ccc21. As a reaction SMILES: [C:13](=[O:14])([O-:15])[O-:16].[CH3:19][Si:20]([CH2:21][CH2:22][O:23][CH2:24][Cl:25])([CH3:26])[CH3:27].[Cs+:17].[Cs+:18].[I:1][c:2]1[n:3][nH:4][c:5]2[cH:6][cH:7][c:8]([CH:11]=[O:12])[cH:9][c:10]12.[O:28]=[CH:29][N:30]([CH3:31])[CH3:32]>>[I:1][c:2]1[n:3][n:4]([CH2:24][O:23][CH2:22][CH2:21][Si:20]([CH3:19])([CH3:26])[CH3:27])[c:5]2[cH:6][cH:7][c:8]([CH:11]=[O:12])[cH:9][c:10]12.